Dataset: the Open Reaction Database (ORD), a public repository of structured organic reaction records. Task: describe an organic reaction: reactants, conditions, products, and yield The reactants are C(C#CC)O (2-butyn-1-ol), [H-].[Na+] (sodium hydride), [Cl-].[NH4+] (ammonium chloride), ClC1=NC=NC(=C1)CC1=C(C=CC(=C1F)C)Cl (4-chloro-6-(2-chloro-5-methyl-6-fluorobenzyl)pyrimidine). The solvent is O1CCCC1 (tetrahydrofuran), O1CCCC1 (tetrahydrofuran), O1CCCC1 (tetrahydrofuran). Product: C(C#CC)OC1=NC=NC(=C1)CC1=C(C=CC(=C1F)C)Cl (4-(2-butynyloxy)-6-(2-chloro-5-methyl-6-fluorobenzyl)pyrimidine). The yield is 106.8%. Reaction SMILES: [H-].[Na+].[CH2:3]([OH:7])[C:4]#[C:5][CH3:6].Cl[C:9]1[CH:14]=[C:13]([CH2:15][C:16]2[C:21]([F:22])=[C:20]([CH3:23])[CH:19]=[CH:18][C:17]=2[Cl:24])[N:12]=[CH:11][N:10]=1.[Cl-].[NH4+]>O1CCCC1>[CH2:3]([O:7][C:9]1[CH:14]=[C:13]([CH2:15][C:16]2[C:21]([F:22])=[C:20]([CH3:23])[CH:19]=[CH:18][C:17]=2[Cl:24])[N:12]=[CH:11][N:10]=1)[C:4]#[C:5][CH3:6] |f:0.1,4.5|. Reported procedure: In 2 ml of tetrahydrofuran was suspended 0.04 g of sodium hydride (60% in oil), to which 0.6 ml of a tetrahydrofuran solution containing 0.06 g of 2-butyn-1-ol was slowly added dropwise with stirring at room temperature. The mixture was then stirred at room temperature for 20 minutes, to which 0.6 ml of a tetrahydrofuran solution containing 0.2 g of 4-chloro-6-(2-chloro-5-methyl-6-fluorobenzyl)pyrimidine was slowly added dropwise at room temperature, followed by stirring for 4 hours. The reactio...